The task is: describe an organic reaction: reactants, conditions, products, and yield. This data is from the Open Reaction Database (ORD), a public repository of structured organic reaction records. Starting materials: CCCNC(=O)c1ccc(C)c(-c2ccc(C(=O)OC)cc2)c1, CO, [Na+], [OH-]. The product is CCCNC(=O)c1ccc(C)c(-c2ccc(C(=O)O)cc2)c1. Reaction SMILES: [CH3:1][c:2]1[cH:3][cH:4][c:5]([C:18](=[O:19])[NH:20][CH2:21][CH2:22][CH3:23])[cH:6][c:7]1-[c:8]1[cH:9][cH:10][c:11]([C:14](=[O:15])[O:16][CH3:17])[cH:12][cH:13]1.[CH3:26][OH:27].[Na+:25].[OH-:24]>>[CH3:1][c:2]1[cH:3][cH:4][c:5]([C:18](=[O:19])[NH:20][CH2:21][CH2:22][CH3:23])[cH:6][c:7]1-[c:8]1[cH:9][cH:10][c:11]([C:14](=[O:15])[OH:16])[cH:12][cH:13]1. Reactants: ClC1=NC2=CC=CC=C2C(=N1)N(C)C=1C=NC(=CC1)OC ((2-chloro-quinazolin-4-yl)-(6-methoxy-pyridin-3-yl)-methylamine), CO (methanol), N (ammonia), Example 10. Yields the product COC1=CC=C(C=N1)NC1=NC(=NC2=CC=CC=C12)NC (N4-(6-methoxypyridin-3-yl)-N-methyl-quinazoline-2,4-diamine). Reaction SMILES: Cl[C:2]1[N:11]=[C:10]([N:12]([C:14]2[CH:15]=[N:16][C:17]([O:20][CH3:21])=[CH:18][CH:19]=2)C)[C:9]2[C:4](=[CH:5][CH:6]=[CH:7][CH:8]=2)[N:3]=1.[NH3:22].[CH3:23]O>>[CH3:21][O:20][C:17]1[N:16]=[CH:15][C:14]([NH:12][C:10]2[C:9]3[C:4](=[CH:5][CH:6]=[CH:7][CH:8]=3)[N:3]=[C:2]([NH:22][CH3:23])[N:11]=2)=[CH:19][CH:18]=1. Procedure: The title compound was prepared from (2-chloro-quinazolin-4-yl)-(6-methoxy-pyridin-3-yl)-methylamine (10 mg, 0.030 mmol) and 7 M ammonia in methanol (1 mL) by a procedure similar to Example 10 (3 mg, 30%). 1H NMR (CDCl3): 8.04 (dd, J=2.9, 0.6 Hz, 1H), 7.49-7.43 (m, 2H), 7.39 (dd, J=5.7 and 2.7 Hz, 1H), 6.92 (brd, J=8.4 Hz, 1H), 6.85-6.78 (m, 2H), 5.65 (s, 2H), 3.96 (s, 3H), 3.54 (s, 3H). The reactants are O (water), C(C=C)(=O)N (acrylamide), C(CCCCCCCCC)C(C(=O)N)=C (n-decylacrylamide), C(=C)C1=C(C=CC=C1)C=C (divinylbenzene). Run in C(C)O (ethanol). Product: C(C=C)(=O)N.C(CCCCCCCCC)C(C(=O)N)=C (acrylamide n-decylacrylamide). Reaction SMILES: [C:1]([NH2:5])(=[O:4])[CH:2]=[CH2:3].[CH2:6]([C:16](=[CH2:20])[C:17]([NH2:19])=[O:18])[CH2:7][CH2:8][CH2:9][CH2:10][CH2:11][CH2:12][CH2:13][CH2:14][CH3:15].C(C1C=CC=CC=1C=C)=C.O>C(O)C>[C:1]([NH2:5])(=[O:4])[CH:2]=[CH2:3].[CH2:6]([C:16](=[CH2:20])[C:17]([NH2:19])=[O:18])[CH2:7][CH2:8][CH2:9][CH2:10][CH2:11][CH2:12][CH2:13][CH2:14][CH3:15] |f:5.6|. Procedure details: Polystyrenesulfonate (22.5 mmoles, 3.918 g), acrylamide (3.45 mmoles, 0.245 g), n-decylacrylamide (3.45 mmoles, 0.729 g) and divinylbenzene (0.6 mmoles, 85.5 microL) were dissolved in 15 mL ethanol and 5 mL water in a 40 mL vial fitted with a septa cap. The solution was degassed by bubbling nitrogen through and 1 mole % AIBN was added as a solution. The polymerization solution was further degassed and the placed in a heated reaction block at 60° C. for 18 h. A creamy yellow gel formed. Starting materials: C(C1=CC=CC=C1)N1CC(OCC1=O)CN1C2=C(CCC3=C1C=CC=C3)C=CC=C2 (5-(4-benzyl-5-oxo-2-morpholinylmethyl)-10,11-dihydro-5H-dibenz-[b,f]azepine), [H-].[Al+3].[Li+].[H-].[H-].[H-] (lithium aluminum hydride), O (water). Solvent: O1CCCC1 (tetrahydrofuran), O1CCCC1 (tetrahydrofuran). Conditions: time 1 hour. Yields the product C(C1=CC=CC=C1)N1CC(OCC1)CN1C2=C(CCC3=C1C=CC=C3)C=CC=C2 (5-(4-benzyl-2-morpholinylmethyl)-10,11-dihydro-5H-dibenz[b,f]azepine). Reaction SMILES: [H-].[Al+3].[Li+].[H-].[H-].[H-].[CH2:7]([N:14]1[C:19](=O)[CH2:18][O:17][CH:16]([CH2:21][N:22]2[C:28]3[CH:29]=[CH:30][CH:31]=[CH:32][C:27]=3[CH2:26][CH2:25][C:24]3[CH:33]=[CH:34][CH:35]=[CH:36][C:23]2=3)[CH2:15]1)[C:8]1[CH:13]=[CH:12][CH:11]=[CH:10][CH:9]=1.O>O1CCCC1>[CH2:7]([N:14]1[CH2:19][CH2:18][O:17][CH:16]([CH2:21][N:22]2[C:23]3[CH:36]=[CH:35][CH:34]=[CH:33][C:24]=3[CH2:25][CH2:26][C:27]3[CH:32]=[CH:31][CH:30]=[CH:29][C:28]2=3)[CH2:15]1)[C:8]1[CH:9]=[CH:10][CH:11]=[CH:12][CH:13]=1 |f:0.1.2.3.4.5|. Procedure: To a suspension of lithium aluminum hydride (0.03 g) in tetrahydrofuran (5 ml) was added a solution of 5-(4-benzyl-5-oxo-2-morpholinylmethyl)-10,11-dihydro-5H-dibenz-[b,f]azepine (0.5 g) in tetrahydrofuran (15 ml) under ice cooling, and the resulting mixture was stirred at room temperature for 1 hour and refluxed for 10 hours with stirring. The reaction mixture was cooled, admixed with water (2 ml) and extracted with benzene. The benzene extract was washed with water, dried over anhydrous sodium...